Task: describe an organic reaction: reactants, conditions, products, and yield. Dataset: the Open Reaction Database (ORD), a public repository of structured organic reaction records Reactants: [BH4-].[Na+] (sodium borohydride), ClC1=NC=CC(=C1)C(=O)OCC (ethyl 2-chloropyridine-4-carboxylate). Run in C(C)O (ethanol), ClCCl (dichloromethane). Run at time 3 hour. The product is ClC1=NC=CC(=C1)CO (2-chloro-4-(hydroxymethyl)pyridine). Isolated yield 76.0%. As a reaction SMILES: [BH4-].[Na+].[Cl:3][C:4]1[CH:9]=[C:8]([C:10](OCC)=[O:11])[CH:7]=[CH:6][N:5]=1>C(O)C.ClCCl>[Cl:3][C:4]1[CH:9]=[C:8]([CH2:10][OH:11])[CH:7]=[CH:6][N:5]=1 |f:0.1|. Procedure: 2.04 g of sodium borohydride are added portionwise to a solution of 1.7 g of ethyl 2-chloropyridine-4-carboxylate in 20 ml of ethanol, under an inert atmosphere of argon at a temperature in the region of 0° C. The reaction mixture is refluxed with stirring for 3 hours and then concentrated to dryness under reduced pressure. The residue thus obtained is taken up in dichloromethane and then washed with water. The organic phase is dried over magnesium sulfate, filtered and then concentrated to dryn... Starting materials: CC(C)(O)c1cn(-c2c(Cl)cccc2Cl)c(-c2ccc(Br)cc2Cl)n1, CC#N, O=C1CCC(=O)N1Cl. Yields the product CC(C)(O)c1nc(-c2ccc(Br)cc2Cl)n(-c2c(Cl)cccc2Cl)c1Cl. Reaction SMILES: [Br:1][c:2]1[cH:3][c:4]([Cl:25])[c:5](-[c:8]2[n:9](-[c:17]3[c:18]([Cl:24])[cH:19][cH:20][cH:21][c:22]3[Cl:23])[cH:10][c:11]([C:13]([CH3:14])([CH3:15])[OH:16])[n:12]2)[cH:6][cH:7]1.[CH3:34][C:35]#[N:36].[Cl:26][N:27]1[C:28](=[O:29])[CH2:30][CH2:31][C:32]1=[O:33]>>[Br:1][c:2]1[cH:3][c:4]([Cl:25])[c:5](-[c:8]2[n:9](-[c:17]3[c:18]([Cl:24])[cH:19][cH:20][cH:21][c:22]3[Cl:23])[c:10]([Cl:26])[c:11]([C:13]([CH3:14])([CH3:15])[OH:16])[n:12]2)[cH:6][cH:7]1. Reactants: FC(C=1C=C(C=CC1)CCC(=O)OCC)(F)F (ethyl 3-[3-(trifluoromethyl)phenyl]propionate), O.NN (hydrazine monohydrate). Run in C(C)O (ethanol). Yields the product FC(C=1C=C(C=CC1)CCC(=O)NN)(F)F (3-[3-(trifluoromethyl)phenyl]propanohydrazide). Isolated yield 80.9%. RXN SMILES: [F:1][C:2]([F:17])([F:16])[C:3]1[CH:4]=[C:5]([CH2:9][CH2:10][C:11](OCC)=[O:12])[CH:6]=[CH:7][CH:8]=1.O.[NH2:19][NH2:20]>C(O)C>[F:1][C:2]([F:17])([F:16])[C:3]1[CH:4]=[C:5]([CH2:9][CH2:10][C:11]([NH:19][NH2:20])=[O:12])[CH:6]=[CH:7][CH:8]=1 |f:1.2|. Procedure details: A solution of ethyl 3-[3-(trifluoromethyl)phenyl]propionate (9.85 g, 40.0 mmol) and hydrazine monohydrate (9.70 mL, 200 mmol) in ethanol (50 mL) was heated under reflux overnight. After cooling, the reaction mixture was concentrated under reduced pressure. The residue was diluted with ethyl acetate, washed with saturated brine, dried over anhydrous sodium sulfate, and concentrated under reduced pressure. The residue was purified by basic silica gel column chromatography (ethyl acetate) and recry... Reactants: C1(=CC=CC=C1)P(C1=CC=CC=C1)C1=CC=CC=C1 (Triphenylphosphine), C(#N)C=1SC(=CC1)CN=[N+]=[N-] (2-cyano-5-(azidomethyl)thiophene), C(#N)C=1SC(=CC1)CN=[N+]=[N-] (2-cyano-5-(azidomethyl)thiophene). Solvent: C1CCOC1 (THF), O (water). Run at time 10 hour. Product: C(#N)C=1SC(=CC1)CN (2-cyano-5-(aminomethyl)thiophene). Yield: 166.4%. RXN SMILES: C1(P(C2C=CC=CC=2)C2C=CC=CC=2)C=CC=CC=1.[C:20]([C:22]1[S:23][C:24]([CH2:27][N:28]=[N+]=[N-])=[CH:25][CH:26]=1)#[N:21]>C1COCC1.O>[C:20]([C:22]1[S:23][C:24]([CH2:27][NH2:28])=[CH:25][CH:26]=1)#[N:21]. Procedure: Triphenylphosphine (Aldrich, 5.7 g) was added to a solution of 2-cyano-5-(azidomethyl)thiophene (compound 24, 2.5 g, 10 mmol) in THF (Aldrich, 40 mL) and water (10 mL) at 0° C. The solution was allowed to warm to room temperature and stirred at ambient temperature for 10 hours. RP-HPLC purification gave the title compound (2.3 g, 94%). MS (electrospray) 139 (M+1); 1HNMR (CDCl3) δ4.01 (s, 2H), 4.75 (br s, 2H, NH2), 6.82 (d, 1H, J=3.5 Hz), 7.08 (d, 1H, J=3.5 Hz). The reactants are CCO, [Na+], [OH-], CCOC(=O)COS(=O)(=O)c1ccc(C)cc1. Product: Cc1ccc(S(=O)(=O)OCC(=O)O)cc1. As a reaction SMILES: [CH3:20][CH2:21][OH:22].[Na+:19].[OH-:18].[S:1](=[O:2])(=[O:3])([c:4]1[cH:5][cH:6][c:7]([CH3:8])[cH:9][cH:10]1)[O:11][CH2:12][C:13](=[O:14])[O:15][CH2:16][CH3:17]>>[S:1](=[O:2])(=[O:3])([c:4]1[cH:5][cH:6][c:7]([CH3:8])[cH:9][cH:10]1)[O:11][CH2:12][C:13](=[O:14])[OH:15]. Starting materials: CC1=C(C(=CC=C1)C)N=C=S (2,6-dimethylphenyl isothiocyanate), C(C)(=O)NN (acethydrazide). Product: CC1=C(C(=CC=C1)C)N1C(=NN=C1C)S (4-(2,6-dimethylphenyl)-5-methyl-4H-1,2,4-triazole-3-thiol). Reaction SMILES: [CH3:1][C:2]1[CH:7]=[CH:6][CH:5]=[C:4]([CH3:8])[C:3]=1[N:9]=[C:10]=[S:11].[C:12]([NH:15][NH2:16])(=O)[CH3:13]>>[CH3:8][C:4]1[CH:5]=[CH:6][CH:7]=[C:2]([CH3:1])[C:3]=1[N:9]1[C:12]([CH3:13])=[N:15][N:16]=[C:10]1[SH:11]. Reported procedure: Using the method of Example 1, Part A of U.S. Pat. No. 4,338,453, 2,6-dimethylphenyl isothiocyanate and acethydrazide are reacted to produce 4-(2,6-dimethylphenyl)-5-methyl-4H-1,2,4-triazole-3-thiol which is converted to 4-(2,6-dimethylphenyl)-3-methyl-4H-1,2,4-triazole. This triazole (1.87 g 0.01 mole) in 100 ml of tetrahydrofuran at -60° C. bath temperature is reacted with 6.9 ml of 1.6N n-butyllithium in hexane. The resulting mixture is stirred for fifteen minutes. Then using the procedure of... Reactants: Cc1ccccc1, O=C(Cl)c1ccnc(Cl)c1, N#CC(N)c1cccs1, c1ccncc1. Yields the product N#CC(NC(=O)c1ccnc(Cl)c1)c1cccs1. Reaction SMILES: [CH3:26][c:27]1[cH:28][cH:29][cH:30][cH:31][cH:32]1.[Cl:1][c:2]1[cH:3][c:4]([C:5](=[O:6])[Cl:7])[cH:8][cH:9][n:10]1.[NH2:11][CH:12]([C:13]#[N:14])[c:15]1[s:16][cH:17][cH:18][cH:19]1.[cH:20]1[cH:21][cH:22][n:23][cH:24][cH:25]1>>[Cl:1][c:2]1[cH:3][c:4]([C:5](=[O:6])[NH:11][CH:12]([C:13]#[N:14])[c:15]2[s:16][cH:17][cH:18][cH:19]2)[cH:8][cH:9][n:10]1. Starting materials: Cc1ccc(C)n1Nc1ccc(N2CCOCC2)nn1, CI, CCCCCC, CN(C)C=O, [H-], [Na+]. Product: Cc1ccc(C)n1N(C)c1ccc(N2CCOCC2)nn1. RXN SMILES: [CH3:1][c:2]1[n:3]([NH:8][c:9]2[n:10][n:11][c:12]([N:15]3[CH2:16][CH2:17][O:18][CH2:19][CH2:20]3)[cH:13][cH:14]2)[c:4]([CH3:7])[cH:5][cH:6]1.[CH3:23][I:24].[CH3:25][CH2:26][CH2:27][CH2:28][CH2:29][CH3:30].[CH3:31][N:32]([CH3:33])[CH:34]=[O:35].[H-:21].[Na+:22]>>[CH3:1][c:2]1[n:3]([N:8]([c:9]2[n:10][n:11][c:12]([N:15]3[CH2:16][CH2:17][O:18][CH2:19][CH2:20]3)[cH:13][cH:14]2)[CH3:25])[c:4]([CH3:7])[cH:5][cH:6]1. Reactants: [Mg] (magnesium), 7-chlorohept-1-en-2-one, CCOCC (ether), [NH4+].[Cl-] (NH4Cl), C(C#C)Br (propargylbromide), C1(=CC=CC=C1)C (toluene), CCOCC (ether), CCOCC (ether), C(C#C)Br (propargylbromide). The reagents and catalysts are Cl[Hg]Cl (HgCl2). Reaction conditions: temperature 0 celsius, time 5 minute. Yields the product ClCCCC(CC#C)(C=C)O (7-Chloro-4-hydroxy-4-vinyl-1-heptyne). Reaction SMILES: [Mg].CC[O:4]CC.[CH2:7](Br)[C:8]#[CH:9].[NH4+].[Cl-:12].[C:13]1(C)[CH:18]=[CH:17][CH:16]=[CH:15][CH:14]=1>Cl[Hg]Cl>[Cl:12][CH2:9][CH2:8][CH2:7][C:13]([OH:4])([CH:18]=[CH2:17])[CH2:14][C:15]#[CH:16] |f:3.4|. Reported procedure: To a suspension of 3.0 g. (0.12 mol.) of magnesium metal in 10 ml. ether containing 100 mg. HgCl2 is added with stirring, under argon, 0.3 ml. of CH2CH2B2. After 5 minutes a reaction is initiated and 0.5 g. of 80% propargylbromide in toluene is added. Upon evidence of a vigorous reaction, an additional 25 ml. of ether is introduced. A mixture of 13 g. (0.1 mol) of 7-chlorohept-1-en-2-one and 19.5 g. (0.12 mol.) of propargylbromide in 35 ml. ether is added at such a rate to maintain a vigorous re...